Dataset: the Open Reaction Database (ORD), a public repository of structured organic reaction records. Task: describe an organic reaction: reactants, conditions, products, and yield The product is COC(=O)CCc1c(C)c[nH]c1C. RXN SMILES: [C:1]([OH:2])(=[O:3])[c:4]1[nH:5][c:6]([CH3:16])[c:7]([CH2:10][CH2:11][C:12](=[O:13])[O:14][CH3:15])[c:8]1[CH3:9].[CH3:18][C:19](=[O:20])[O-:21].[Na+:17].[OH2:22]>>[cH:4]1[nH:5][c:6]([CH3:16])[c:7]([CH2:10][CH2:11][C:12](=[O:13])[O:14][CH3:15])[c:8]1[CH3:9]. Starting materials: COC(=O)CCc1c(C)[nH]c(C(=O)O)c1C, CC(=O)[O-], [Na+], O. Reactants: S(=O)(Cl)Cl (thionyl chloride), CN(C)C=O (DMF), three, C(C)(C)(C)C=1C=C2N(C=3NC(C(=CC3C=N2)C2=CC=CC=C2)=O)N1 (2-tert-butyl-7-phenyl-9H-1,4,9,9b-tetraaza-cyclopenta[a]naphthalen-8-one), S(=O)(Cl)Cl (thionyl chloride), CN(C)C=O (DMF). Run in C(Cl)(Cl)Cl (CHCl3). Reaction conditions: temperature 70 celsius, time 1 hour. Yields the product ClC1=C(C=C2C=NC=3N(C2=N1)N=C(C3)C(C)(C)C)C3=CC=CC=C3 (8-Chloro-2-tert-butyl-7-phenyl-1,4,9,9b-tetraaza-cyclopenta[a]naphthalene). RXN SMILES: [C:1]([C:5]1[CH:6]=[C:7]2[N:16]=[CH:15][C:14]3[CH:13]=[C:12]([C:17]4[CH:22]=[CH:21][CH:20]=[CH:19][CH:18]=4)[C:11](=O)[NH:10][C:9]=3[N:8]2[N:24]=1)([CH3:4])([CH3:3])[CH3:2].S(Cl)([Cl:27])=O.CN(C=O)C>C(Cl)(Cl)Cl>[Cl:27][C:11]1[N:10]=[C:9]2[C:14]([CH:15]=[N:16][C:7]3[N:8]2[N:24]=[C:5]([C:1]([CH3:4])([CH3:3])[CH3:2])[CH:6]=3)=[CH:13][C:12]=1[C:17]1[CH:22]=[CH:21][CH:20]=[CH:19][CH:18]=1. Procedure details: To a 100 mL three necked round bottom flask was added 2-tert-butyl-7-phenyl-9H-1,4,9,9b-tetraaza-cyclopenta[a]naphthalen-8-one (1 g, 3.14 mmol, 1.00 equiv), CHCl3 (20 mL), thionyl chloride (0.94 mL, 4.00 equiv) and DMF (48 μL, 0.20 equiv) and the resulting solution was stirred for 1 h at 70° C. under nitrogen. After 1 h, additional thionyl chloride (0.47 mL, 2.00 equiv) and DMF (48 μL, 0.20 equiv) was added and the resulting solution was stirred for an additional 2 h at 70° C. After a total of 3... Reactants: FC(F)(F)c1ccc(CNc2ccc(Br)c(Cl)n2)cn1, [Li]C(C)(C)C, CN(C)C=O, CC(C)[Mg+], [Cl-], C1CCOC1, O. The product is O=Cc1ccc(NCc2ccc(C(F)(F)F)nc2)nc1Cl. RXN SMILES: [Br:1][c:2]1[cH:3][cH:4][c:5]([NH:9][CH2:10][c:11]2[cH:12][n:13][c:14]([C:17]([F:18])([F:19])[F:20])[cH:15][cH:16]2)[n:6][c:7]1[Cl:8].[C:26]([Li:27])([CH3:28])([CH3:29])[CH3:30].[CH3:31][N:32]([CH:33]=[O:34])[CH3:35].[CH:22]([Mg+:23])([CH3:24])[CH3:25].[Cl-:21].[O:36]1[CH2:37][CH2:38][CH2:39][CH2:40]1.[OH2:41]>>[c:2]1([CH:33]=[O:34])[cH:3][cH:4][c:5]([NH:9][CH2:10][c:11]2[cH:12][n:13][c:14]([C:17]([F:18])([F:19])[F:20])[cH:15][cH:16]2)[n:6][c:7]1[Cl:8]. Starting materials: BrC=1C=C2CCCN(C2=CC1)CCN(CCO)C (2-((2-(6-Bromo-3,4-dihydroquinolin-1(2H)-yl)ethyl)(methyl)amino)ethanol), BrC=1C=C2CCCN(C2=CC1)CCN(CCO)C (2-((2-(6-Bromo-3,4-dihydroquinolin-1(2H)-yl)ethyl)(methyl)amino)ethanol), C[Si](C)(C)[N-][Si](C)(C)C.[Li+] (lithium bis(trimethylsilyl)amide), C(C)(C)(C)P(C(C)(C)C)C(C)(C)C (tri-t-butylphosphine), CCCCCC (hexane). Reagents/catalysts: C=1C=CC(=CC1)/C=C/C(=O)/C=C/C2=CC=CC=C2.C=1C=CC(=CC1)/C=C/C(=O)/C=C/C2=CC=CC=C2.C=1C=CC(=CC1)/C=C/C(=O)/C=C/C2=CC=CC=C2.[Pd].[Pd] (tris(dibenzylideneacetone)dipalladium(0)). Run in C1CCOC1 (THF), C1CCOC1 (THF). Reaction conditions: time 5 minute. Yields the product NC=1C=C2CCCN(C2=CC1)CCN(CCO)C (2-((2-(6-Amino-3,4-dihydroquinolin-1(2H)-yl)ethyl)(methyl)amino)ethanol). Yield: 43.4%. As a reaction SMILES: C(P(C(C)(C)C)C(C)(C)C)(C)(C)C.CCCCCC.Br[C:21]1[CH:22]=[C:23]2[C:28](=[CH:29][CH:30]=1)[N:27]([CH2:31][CH2:32][N:33]([CH3:37])[CH2:34][CH2:35][OH:36])[CH2:26][CH2:25][CH2:24]2.C[Si]([N-:42][Si](C)(C)C)(C)C.[Li+]>C1COCC1.C1C=CC(/C=C/C(/C=C/C2C=CC=CC=2)=O)=CC=1.C1C=CC(/C=C/C(/C=C/C2C=CC=CC=2)=O)=CC=1.C1C=CC(/C=C/C(/C=C/C2C=CC=CC=2)=O)=CC=1.[Pd].[Pd]>[NH2:42][C:21]1[CH:22]=[C:23]2[C:28](=[CH:29][CH:30]=1)[N:27]([CH2:31][CH2:32][N:33]([CH3:37])[CH2:34][CH2:35][OH:36])[CH2:26][CH2:25][CH2:24]2 |f:3.4,6.7.8.9.10|. Reported procedure: A suspension of tris(dibenzylideneacetone)dipalladium(0) (48 mg, 0.053 mmol) in anhydrous THF (3 mL) was treated with tri-t-butylphosphine in hexane (10% wt) (0.320 mL, 0.105 mmol) and the mixture stirred for 5 minutes at room temperature. A solution of 2-((2-(6-bromo-3,4-dihydroquinolin-1(2H)-yl)ethyl)(methyl)amino)ethanol (compound 2, 0.165 g, 0.527 mmol) in THF (7 mL) was added followed by lithium bis(trimethylsilyl)amide (1M in THF, 1.58 mL, 1.58 mmol) and the mixture heated in a sealed reac...